The task is: describe an organic reaction: reactants, conditions, products, and yield. This data is from the Open Reaction Database (ORD), a public repository of structured organic reaction records. The reactants are CC1(C)CC=C(c2cc(C3(O)CCOCC3)ccc2NC(=O)c2ncc(C#N)[nH]2)CC1, Cc1ccccc1, Cc1ccc(S(=O)(=O)O)cc1. The product is CC1(C)CC=C(c2cc(C3=CCOCC3)ccc2NC(=O)c2ncc(C#N)[nH]2)CC1. RXN SMILES: [CH3:1][C:2]1([CH3:31])[CH2:3][CH:4]=[C:5]([c:8]2[c:9]([NH:21][C:22](=[O:23])[c:24]3[nH:25][c:26]([C:29]#[N:30])[cH:27][n:28]3)[cH:10][cH:11][c:12]([C:14]3([OH:20])[CH2:15][CH2:16][O:17][CH2:18][CH2:19]3)[cH:13]2)[CH2:6][CH2:7]1.[CH3:43][c:44]1[cH:45][cH:46][cH:47][cH:48][cH:49]1.[c:32]1([CH3:33])[cH:34][cH:35][c:36]([S:37]([OH:38])(=[O:39])=[O:40])[cH:41][cH:42]1>>[CH3:1][C:2]1([CH3:31])[CH2:3][CH:4]=[C:5]([c:8]2[c:9]([NH:21][C:22](=[O:23])[c:24]3[nH:25][c:26]([C:29]#[N:30])[cH:27][n:28]3)[cH:10][cH:11][c:12]([C:14]3=[CH:15][CH2:16][O:17][CH2:18][CH2:19]3)[cH:13]2)[CH2:6][CH2:7]1. Starting materials: O=C([O-])[O-], CC#N, O=C(O)C(F)(F)F, [K+], [K+], NCc1cccc(-c2nc(=O)c3ccccc3s2)n1, CCOP(=S)(Cl)OCC. The product is CCOP(=S)(NCc1cccc(-c2nc(=O)c3ccccc3s2)n1)OCC. RXN SMILES: [C:36](=[O:37])([O-:38])[O-:39].[CH3:42][C:43]#[N:44].[F:1][C:2]([F:3])([F:4])[C:5]([OH:6])=[O:7].[K+:40].[K+:41].[NH2:8][CH2:9][c:10]1[cH:11][cH:12][cH:13][c:14](-[c:16]2[s:17][c:18]3[c:19]([c:20](=[O:22])[n:21]2)[cH:23][cH:24][cH:25][cH:26]3)[n:15]1.[P:27](=[S:28])([O:29][CH2:30][CH3:31])([O:32][CH2:33][CH3:34])[Cl:35]>>[NH:8]([CH2:9][c:10]1[cH:11][cH:12][cH:13][c:14](-[c:16]2[s:17][c:18]3[c:19]([c:20](=[O:22])[n:21]2)[cH:23][cH:24][cH:25][cH:26]3)[n:15]1)[P:27](=[S:28])([O:29][CH2:30][CH3:31])[O:32][CH2:33][CH3:34]. Starting materials: [I-].[K+] (potassium iodide), NC=1C=CC=C2C=CC(=CC12)O (8-amino-2-naphthol), N(=O)[O-].[Na+] (NaNO2). Run in O (H2O), CCOC(=O)C (EtOAc), C1CCOC1 (THF), Cl (HCl), O (H2O). Conditions: time 15 minute. The product is OC1=CC=C2C=CC=C(C2=C1)I (7-Hydroxy-1-iodonaphthalene). RXN SMILES: N[C:2]1[CH:3]=[CH:4][CH:5]=[C:6]2[C:11]=1[CH:10]=[C:9]([OH:12])[CH:8]=[CH:7]2.N([O-])=O.[Na+].[I-:17].[K+]>C1COCC1.Cl.O.CCOC(C)=O>[OH:12][C:9]1[CH:10]=[C:11]2[C:6]([CH:5]=[CH:4][CH:3]=[C:2]2[I:17])=[CH:7][CH:8]=1 |f:1.2,3.4|. Procedure details: To a solution of 8-amino-2-naphthol (10.0 g, 62.80 mmol) in THF (50 mL) and 3 N aqueous HCl (100 mL) at 0° C. was added a solution of NaNO2 (4.76 g, 69.08 mmol) in H2O (20 mL). The resulting mixture was stirred for 15 min, then a solution of potassium iodide (41.8 g, 251.8 mmol) in H2O (30 mL) was added. After 40 min, the reaction was diluted with EtOAc and filtered. The filtrate was extracted with EtOAc (2×), the combined organic extracts were dried over Na2SO4, filtered and concentrated in vac... Starting materials: CC(C)OC(=O)NC1Cc2c(n(CC3C(O)CCN3C(=O)OC(C)(C)C)c3ccc(C#N)cc23)C1, C1COCCO1, CO, Cl. Yields the product CC(C)OC(=O)NC1Cc2c(n(CC3NCCC3O)c3ccc(C#N)cc23)C1. Reaction SMILES: [C:1]([O:2][C:3](=[O:4])[N:8]1[CH:9]([CH2:14][n:15]2[c:16]3[c:17]([c:18]4[cH:19][c:20]([C:24]#[N:25])[cH:21][cH:22][c:23]24)[CH2:26][CH:27]([NH:29][C:30](=[O:31])[O:32][CH:33]([CH3:34])[CH3:35])[CH2:28]3)[CH:10]([OH:13])[CH2:11][CH2:12]1)([CH3:5])([CH3:6])[CH3:7].[CH2:39]1[O:40][CH2:41][CH2:42][O:43][CH2:44]1.[CH3:37][OH:38].[ClH:36]>>[NH:8]1[CH:9]([CH2:14][n:15]2[c:16]3[c:17]([c:18]4[cH:19][c:20]([C:24]#[N:25])[cH:21][cH:22][c:23]24)[CH2:26][CH:27]([NH:29][C:30](=[O:31])[O:32][CH:33]([CH3:34])[CH3:35])[CH2:28]3)[CH:10]([OH:13])[CH2:11][CH2:12]1.